From a dataset of the Open Reaction Database (ORD), a public repository of structured organic reaction records. describe an organic reaction: reactants, conditions, products, and yield The reactants are OCC1C2CCC1N(Cc1ccccc1)C2, C1CCOC1, CCOC(=O)c1cccc(N=C=O)c1. Product: CCOC(=O)c1cccc(NC(=O)OCC2C3CCC2N(Cc2ccccc2)C3)c1. RXN SMILES: [CH2:1]([c:2]1[cH:3][cH:4][cH:5][cH:6][cH:7]1)[N:8]1[CH:9]2[CH2:10][CH2:11][CH:12]([CH2:13]1)[CH:14]2[CH2:15][OH:16].[CH2:31]1[O:32][CH2:33][CH2:34][CH2:35]1.[N:17](=[C:18]=[O:19])[c:20]1[cH:21][c:22]([C:23](=[O:24])[O:25][CH2:26][CH3:27])[cH:28][cH:29][cH:30]1>>[CH2:1]([c:2]1[cH:3][cH:4][cH:5][cH:6][cH:7]1)[N:8]1[CH:9]2[CH2:10][CH2:11][CH:12]([CH2:13]1)[CH:14]2[CH2:15][O:16][C:18]([NH:17][c:20]1[cH:21][c:22]([C:23](=[O:24])[O:25][CH2:26][CH3:27])[cH:28][cH:29][cH:30]1)=[O:19]. Starting materials: C(C)OC(=O)[C@@H]1NCC[C@@H](C1)CP(=O)(OCC)OCC (cis 4-diethylphosphonomethyl-2-piperidinecarboxylic acid ethyl ester), C(C)(C)(C)OC(=O)NCC(=O)O (N-t-butoxycarbonylglycine), C1(CCCCC1)N=C=NC1CCCCC1 (N,N'-dicyclohexyl-carbodiimide). The solvent is C(Cl)Cl (methylene chloride). Yields the product C(C)OC(=O)[C@@H]1N(CC[C@@H](C1)CP(=O)(OCC)OCC)C(CNC(=O)OC(C)(C)C)=O (cis 1-[alpha-(t-butoxycarbonylamino)acetyl]-4-diethylphosphonomethyl-2-piperidinecarboxylic acid ethyl ester). Reaction SMILES: [CH2:1]([O:3][C:4]([C@H:6]1[CH2:11][C@@H:10]([CH2:12][P:13]([O:18][CH2:19][CH3:20])([O:15][CH2:16][CH3:17])=[O:14])[CH2:9][CH2:8][NH:7]1)=[O:5])[CH3:2].[C:21]([O:25][C:26]([NH:28][CH2:29][C:30](O)=[O:31])=[O:27])([CH3:24])([CH3:23])[CH3:22].C1(N=C=NC2CCCCC2)CCCCC1>C(Cl)Cl>[CH2:1]([O:3][C:4]([C@H:6]1[CH2:11][C@@H:10]([CH2:12][P:13]([O:18][CH2:19][CH3:20])([O:15][CH2:16][CH3:17])=[O:14])[CH2:9][CH2:8][N:7]1[C:30](=[O:31])[CH2:29][NH:28][C:26]([O:25][C:21]([CH3:23])([CH3:22])[CH3:24])=[O:27])=[O:5])[CH3:2]. Procedure details: A solution of 1.0 g of cis 4-diethylphosphonomethyl-2-piperidinecarboxylic acid ethyl ester is reacted with 552 mg of N-t-butoxycarbonylglycine in the presence of N,N'-dicyclohexyl-carbodiimide in 10 ml of methylene chloride of room temperature for 16 hours to yield cis 1-[alpha-(t-butoxycarbonylamino)acetyl]-4-diethylphosphonomethyl-2-piperidinecarboxylic acid ethyl ester as an oil. Treatment with trimethylsilyl iodide yields cis 1-(alpha-aminoacetyl)-4-phosphonomethyl-2-piperidine Reactants: CCOC(=O)N1c2ccccc2C=CC1OCC, COCCOC, CCO, O=C(O)CCCc1ccc([N+](=O)[O-])cc1, C[N+](=O)[O-], NC(CO)(CO)CO. Reaction SMILES: [CH2:24]([O:25][CH:26]1[CH:27]=[CH:28][c:29]2[c:30]([cH:31][cH:32][cH:33][cH:34]2)[N:35]1[C:36]([O:37][CH2:38][CH3:39])=[O:40])[CH3:41].[CH2:49]([CH2:50][O:51][CH3:52])[O:53][CH3:54].[CH3:42][CH2:43][OH:44].[N+:1](=[O:2])([O-:3])[c:4]1[cH:5][cH:6][c:7]([CH2:10][CH2:11][CH2:12][C:13](=[O:14])[OH:15])[cH:8][cH:9]1.[N+:45]([CH3:46])([O-:47])=[O:48].[NH2:16][C:17]([CH2:18][OH:19])([CH2:20][OH:21])[CH2:22][OH:23]>>[N+:1](=[O:2])([O-:3])[c:4]1[cH:5][cH:6][c:7]([CH2:10][CH2:11][CH2:12][C:13](=[O:15])[NH:16][C:17]([CH2:18][OH:19])([CH2:20][OH:21])[CH2:22][OH:23])[cH:8][cH:9]1. Product: O=C(CCCc1ccc([N+](=O)[O-])cc1)NC(CO)(CO)CO. Reactants: CCOC(C)=O, Cc1ccc2c(=O)[nH]ncc2c1I, O=P(Cl)(Cl)Cl. Product: Cc1ccc2c(Cl)nncc2c1I. Reaction SMILES: [CH3:19][CH2:20][O:21][C:22]([CH3:23])=[O:24].[I:1][c:2]1[c:3]2[cH:4][n:5][nH:6][c:7](=[O:13])[c:8]2[cH:9][cH:10][c:11]1[CH3:12].[P:14]([Cl:15])([Cl:16])([Cl:17])=[O:18]>>[I:1][c:2]1[c:3]2[cH:4][n:5][n:6][c:7]([Cl:16])[c:8]2[cH:9][cH:10][c:11]1[CH3:12].